From a dataset of the Open Reaction Database (ORD), a public repository of structured organic reaction records. describe an organic reaction: reactants, conditions, products, and yield Reactants: [H-].[Na+] (Sodium hydride), ClC=1C(=C(C=CC1)S(=O)(=O)NC=1SC=C(N1)CCO)C (3-Chloro-N-[4-(2-hydroxyethyl)-1,3-thiazol-2-yl]-2-methylbenzenesulfonamide), C(C1=CC=CC=C1)Br (benzyl bromide), [H-].[Na+] (sodium hydride), C(C1=CC=CC=C1)Br (benzyl bromide). Solvent: CC(=O)C (acetone), C(Cl)Cl (DCM), C(Cl)Cl (CH2Cl2), C1CCOC1 (THF). Conditions: time 15 minute. The product is C(C1=CC=CC=C1)OCCC=1N=C(SC1)NS(=O)(=O)C1=C(C(=CC=C1)Cl)C (N-{4-[2-(benzyloxy)ethyl]-1,3-thiazol-2-yl}-3-chloro-2-methylbenzenesulfonamide). Reaction SMILES: [H-].[Na+].[Cl:3][C:4]1[C:5]([CH3:22])=[C:6]([S:10]([NH:13][C:14]2[S:15][CH:16]=[C:17]([CH2:19][CH2:20][OH:21])[N:18]=2)(=[O:12])=[O:11])[CH:7]=[CH:8][CH:9]=1.[CH2:23](Br)[C:24]1[CH:29]=[CH:28][CH:27]=[CH:26][CH:25]=1>C1COCC1.C(Cl)Cl.CC(C)=O>[CH2:23]([O:21][CH2:20][CH2:19][C:17]1[N:18]=[C:14]([NH:13][S:10]([C:6]2[CH:7]=[CH:8][CH:9]=[C:4]([Cl:3])[C:5]=2[CH3:22])(=[O:11])=[O:12])[S:15][CH:16]=1)[C:24]1[CH:29]=[CH:28][CH:27]=[CH:26][CH:25]=1 |f:0.1|. Reported procedure: Sodium hydride (95% dry, 76 mg, 3.00 mmol) was added to a stirred solution of EXAMPLE 181A (400 mg, 1.20 mmol) in THF (10 mL) at room temperature. After stirring for 15 min. the mixture was treated with benzyl bromide (226 mg, 1.32 mmol). After 2 h at 50° C. additional sodium hydride (60 mg, 2.40 mmol) and benzyl bromide (142 mg, 1.20 mmol) were added in two equal portions under a period of 2 h. The reaction was quenched by adding 1M HCl (3 mL) at room temperature. The mixture was extracted with... The reactants are O1C(COC2=C1C=CC=C2)C(CN)O ([2-(1,4-benzodioxan-2-yl)-2-hydroxyethyl]amine), N1C(CCCC1)=O (piperidone), C(#N)[BH3-].[Na+] (sodium cyanoborohydride). Solvent: C(C)O (ethanol). Product: O1C(COC2=C1C=CC=C2)C(CNC2CCNCC2)O (4-{[2-(1,4-benzodioxan-2-yl)-2-hydroxyethyl]amino}piperidine). As a reaction SMILES: [O:1]1[C:6]2[CH:7]=[CH:8][CH:9]=[CH:10][C:5]=2[O:4][CH2:3][CH:2]1[CH:11]([OH:14])[CH2:12][NH2:13].[NH:15]1[CH2:20][CH2:19][CH2:18][CH2:17][C:16]1=O.C([BH3-])#N.[Na+]>C(O)C>[O:1]1[C:6]2[CH:7]=[CH:8][CH:9]=[CH:10][C:5]=2[O:4][CH2:3][CH:2]1[CH:11]([OH:14])[CH2:12][NH:13][CH:18]1[CH2:19][CH2:20][NH:15][CH2:16][CH2:17]1 |f:2.3|. Procedure details: The [2-(1,4-benzodioxan-2-yl)-2-hydroxyethyl]amine prepared in Preparation A' (50 g) and piperidone (85 g) are dissolved in 500 ml of ethanol. Seventy-five grams of sodium cyanoborohydride is added, and the mixture is maintained at room temperature for 12 hours and cooled and evaporated. The product is recovered by adding aqueous ammonia to the residue and extracting with methylene chloride. Three 100 ml portions of methylene chloride are used which are combined, washed twice with 50 ml of water... Starting materials: ClCCl, O=C(Cl)c1ccc(OC(F)(F)F)cc1, COc1cc(-c2nn(C3CCN(C4CCN(C)CC4)CC3)c3ncnc(N)c23)ccc1N, c1ccncc1. Product: COc1cc(-c2nn(C3CCN(C4CCN(C)CC4)CC3)c3ncnc(N)c23)ccc1NC(=O)c1ccc(OC(F)(F)F)cc1. RXN SMILES: [Cl:53][CH2:54][Cl:55].[F:33][C:34]([O:35][c:36]1[cH:37][cH:38][c:39]([C:42](=[O:43])[Cl:44])[cH:40][cH:41]1)([F:45])[F:46].[NH2:1][c:2]1[c:3]([O:31][CH3:32])[cH:4][c:5](-[c:8]2[n:9][n:10]([CH:18]3[CH2:19][CH2:20][N:21]([CH:24]4[CH2:25][CH2:26][N:27]([CH3:30])[CH2:28][CH2:29]4)[CH2:22][CH2:23]3)[c:11]3[n:12][cH:13][n:14][c:15]([NH2:17])[c:16]23)[cH:6][cH:7]1.[cH:47]1[cH:48][cH:49][n:50][cH:51][cH:52]1>>[NH:1]([c:2]1[c:3]([O:31][CH3:32])[cH:4][c:5](-[c:8]2[n:9][n:10]([CH:18]3[CH2:19][CH2:20][N:21]([CH:24]4[CH2:25][CH2:26][N:27]([CH3:30])[CH2:28][CH2:29]4)[CH2:22][CH2:23]3)[c:11]3[n:12][cH:13][n:14][c:15]([NH2:17])[c:16]23)[cH:6][cH:7]1)[C:42]([c:39]1[cH:38][cH:37][c:36]([O:35][C:34]([F:33])([F:45])[F:46])[cH:41][cH:40]1)=[O:43]. Reactants: O=C([O-])[O-], CC(C)(C)OC(=O)N1CCN(S(N)(=O)=O)CC1, CC(C)c1cc(C(C)C)c(-c2ccccc2P(C2CCCCC2)C2CCCCC2)c(C(C)C)c1, CCOc1cc(Cl)nc(SCc2cccc(F)c2F)n1, [Cs+], [Cs+], O=C(C=Cc1ccccc1)C=Cc1ccccc1, O=C(C=Cc1ccccc1)C=Cc1ccccc1, C1COCCO1, O=C(C=Cc1ccccc1)C=Cc1ccccc1, [Pd], [Pd]. Yields the product CCOc1cc(NS(=O)(=O)N2CCN(C(=O)OC(C)(C)C)CC2)nc(SCc2cccc(F)c2F)n1. As a reaction SMILES: [C:52](=[O:53])([O-:54])[O-:55].[CH3:1][C:2]([CH3:3])([CH3:4])[O:5][C:6](=[O:7])[N:8]1[CH2:9][CH2:10][N:11]([S:14](=[O:15])(=[O:16])[NH2:17])[CH2:12][CH2:13]1.[CH:18]1([P:19]([CH:20]2[CH2:21][CH2:22][CH2:23][CH2:24][CH2:25]2)[c:26]2[cH:27][cH:28][cH:29][cH:30][c:31]2-[c:32]2[c:33]([CH:34]([CH3:35])[CH3:36])[cH:37][c:38]([CH:39]([CH3:40])[CH3:41])[cH:42][c:43]2[CH:44]([CH3:45])[CH3:46])[CH2:47][CH2:48][CH2:49][CH2:50][CH2:51]1.[Cl:58][c:59]1[n:60][c:61]([S:68][CH2:69][c:70]2[c:71]([F:77])[c:72]([F:76])[cH:73][cH:74][cH:75]2)[n:62][c:63]([O:65][CH2:66][CH3:67])[cH:64]1.[Cs+:56].[Cs+:57].[O:104]=[C:105]([CH:106]=[CH:107][c:108]1[cH:109][cH:110][cH:111][cH:112][cH:113]1)[CH:114]=[CH:115][c:116]1[cH:117][cH:118][cH:119][cH:120][cH:121]1.[O:122]=[C:123]([CH:124]=[CH:125][c:126]1[cH:127][cH:128][cH:129][cH:130][cH:131]1)[CH:132]=[CH:133][c:134]1[cH:135][cH:136][cH:137][cH:138][cH:139]1.[O:78]1[CH2:79][CH2:80][O:81][CH2:82][CH2:83]1.[O:86]=[C:87]([CH:88]=[CH:89][c:90]1[cH:91][cH:92][cH:93][cH:94][cH:95]1)[CH:96]=[CH:97][c:98]1[cH:99][cH:100][cH:101][cH:102][cH:103]1.[Pd:84].[Pd:85]>>[CH3:1][C:2]([CH3:3])([CH3:4])[O:5][C:6](=[O:7])[N:8]1[CH2:9][CH2:10][N:11]([S:14](=[O:15])(=[O:16])[NH:17][c:59]2[n:60][c:61]([S:68][CH2:69][c:70]3[c:71]([F:77])[c:72]([F:76])[cH:73][cH:74][cH:75]3)[n:62][c:63]([O:65][CH2:66][CH3:67])[cH:64]2)[CH2:12][CH2:13]1. The reactants are CO, Cl, [Na+], [OH-], CCOC(=O)CCc1c[nH]c2cnc(-n3cnnc3)cc12. The product is O=C(O)CCc1c[nH]c2cnc(-n3cnnc3)cc12. RXN SMILES: [CH3:25][OH:26].[ClH:24].[Na+:23].[OH-:22].[n:1]1[n:2][cH:3][n:4](-[c:6]2[cH:7][c:8]3[c:9]([cH:10][n:11]2)[nH:12][cH:13][c:14]3[CH2:15][CH2:16][C:17](=[O:18])[O:19][CH2:20][CH3:21])[cH:5]1>>[n:1]1[n:2][cH:3][n:4](-[c:6]2[cH:7][c:8]3[c:9]([cH:10][n:11]2)[nH:12][cH:13][c:14]3[CH2:15][CH2:16][C:17](=[O:18])[OH:19])[cH:5]1. Starting materials: C(C)OC(CC1=CC(=CC(=C1)C(F)(F)F)OC1=C(C=C(C=C1)[N+](=O)[O-])CBr)=O ([3-(2-bromomethyl-4-nitro-phenoxy)-5-trifluoromethyl-phenyl]-acetic acid ethyl ester), CC(C)S (2-propanethiol). The product is C(C)OC(CC1=CC(=CC(=C1)C(F)(F)F)OC1=C(C=C(C=C1)[N+](=O)[O-])CSC(C)C)=O ([3-(2-isopropylsulfanylmethyl-4-nitro-phenoxy)-5-trifluoromethyl-phenyl]-acetic acid ethyl ester). Reaction SMILES: [CH2:1]([O:3][C:4](=[O:28])[CH2:5][C:6]1[CH:11]=[C:10]([C:12]([F:15])([F:14])[F:13])[CH:9]=[C:8]([O:16][C:17]2[CH:22]=[CH:21][C:20]([N+:23]([O-:25])=[O:24])=[CH:19][C:18]=2[CH2:26]Br)[CH:7]=1)[CH3:2].[CH3:29][CH:30]([SH:32])[CH3:31]>>[CH2:1]([O:3][C:4](=[O:28])[CH2:5][C:6]1[CH:11]=[C:10]([C:12]([F:15])([F:14])[F:13])[CH:9]=[C:8]([O:16][C:17]2[CH:22]=[CH:21][C:20]([N+:23]([O-:25])=[O:24])=[CH:19][C:18]=2[CH2:26][S:32][CH:30]([CH3:31])[CH3:29])[CH:7]=1)[CH3:2]. Reported procedure: As described for Example 21, [3-(2-bromomethyl-4-nitro-phenoxy)-5-trifluoromethyl-phenyl]-acetic acid ethyl ester and 2-propanethiol were reacted to provide [3-(2-isopropylsulfanylmethyl-4-nitro-phenoxy)-5-trifluoromethyl-phenyl]-acetic acid ethyl ester. Reduction to amine and then treatment of the amine with pivaloyl chloride was carried out to provide {3-[4-(2,2-dimethyl-propionylamino)-2-isopropylsulfanylmethyl-phenoxy]-5-trifluoromethyl-phenyl}-acetic acid ethyl ester. Hydrolysis of the este... Starting materials: NC1=NC(=CC(=N1)N1C[C@H](CCC1)C(=O)O)C1=CC(=C(C=C1)C#N)F ((3S)-1-[2-amino-6-(4-cyano-3-fluorophenyl)-4-pyrimidinyl]-3-piperidinecarboxylic acid), C(CCl)Cl (EDC), C=1C=CC2=C(C1)N=NN2O (HOBT), NCC1=CC=NC=C1 (4-(aminomethyl)pyridine). Run in CN(C)C=O (DMF), CCOC(=O)C (EtOAc). Run at time 4 hour. The product is NC1=NC(=CC(=N1)N1C[C@H](CCC1)C(=O)NCC1=CC=NC=C1)C1=CC(=C(C=C1)C#N)F ((3S)-1-[2-Amino-6-(4-cyano-3-fluorophenyl)-4-pyrimidinyl]-N-(4-pyridinylmethyl)-3-piperidinecarboxamide). The yield is 100.3%. As a reaction SMILES: [NH2:1][C:2]1[N:7]=[C:6]([N:8]2[CH2:13][CH2:12][CH2:11][C@H:10]([C:14]([OH:16])=O)[CH2:9]2)[CH:5]=[C:4]([C:17]2[CH:22]=[CH:21][C:20]([C:23]#[N:24])=[C:19]([F:25])[CH:18]=2)[N:3]=1.C(Cl)CCl.C1C=CC2N(O)N=NC=2C=1.[NH2:40][CH2:41][C:42]1[CH:47]=[CH:46][N:45]=[CH:44][CH:43]=1>CN(C=O)C.CCOC(C)=O>[NH2:1][C:2]1[N:7]=[C:6]([N:8]2[CH2:13][CH2:12][CH2:11][C@H:10]([C:14]([NH:40][CH2:41][C:42]3[CH:47]=[CH:46][N:45]=[CH:44][CH:43]=3)=[O:16])[CH2:9]2)[CH:5]=[C:4]([C:17]2[CH:22]=[CH:21][C:20]([C:23]#[N:24])=[C:19]([F:25])[CH:18]=2)[N:3]=1. Procedure: To a solution of (3S)-1-[2-amino-6-(4-cyano-3-fluorophenyl)-4-pyrimidinyl]-3-piperidinecarboxylic acid (150 mg, 0.439 mmol), EDC (118 mg, 0.615 mmol), and HOBT (83 mg, 0.615 mmol) in DMF (3 mL) was added 4-(aminomethyl)pyridine (47.5 mg, 0.439 mmol), and the mixture was stirred at room temperature for 4 hours. LCMS showed reaction was completed. The reaction was poured onto water, and EtOAc was added to extract the product. The product stayed in the EtOAc layer. The organic solution was concentr...